Dataset: the Open Reaction Database (ORD), a public repository of structured organic reaction records. Task: describe an organic reaction: reactants, conditions, products, and yield The reactants are C, CCO, O=C(OCc1ccccc1)N1CCN(C(=O)C2CC2)CC1, [Pd]. Product: O=C(C1CC1)N1CCNCC1. As a reaction SMILES: [C:25].[CH3:22][CH2:23][OH:24].[CH:1]1([C:4](=[O:5])[N:6]2[CH2:7][CH2:8][N:9]([C:12]([O:13][CH2:14][c:15]3[cH:16][cH:17][cH:18][cH:19][cH:20]3)=[O:21])[CH2:10][CH2:11]2)[CH2:2][CH2:3]1.[Pd:26]>>[CH:1]1([C:4](=[O:5])[N:6]2[CH2:7][CH2:8][NH:9][CH2:10][CH2:11]2)[CH2:2][CH2:3]1. Reactants: ClC1=C(C=CC(=C1)OC)F (2-chloro-1-fluoro-4-methoxybenzene), CC(=O)O (AcOH), S(O)(O)(=O)=O (sulfuric acid), C1CC(=O)N(C1=O)I (n-iodosuccinimide). The solvent is C(Cl)Cl (DCM), C(Cl)Cl (DCM). Product: ClC1=C(C=C(C(=C1)OC)I)F (1-CHLORO-2-FLUORO-4-IODO-5-METHOXYBENZENE). The yield is 70.4%. As a reaction SMILES: [Cl:1][C:2]1[CH:7]=[C:6]([O:8][CH3:9])[CH:5]=[CH:4][C:3]=1[F:10].CC(O)=O.S(=O)(=O)(O)O.C1C(=O)N([I:27])C(=O)C1>C(Cl)Cl>[Cl:1][C:2]1[CH:7]=[C:6]([O:8][CH3:9])[C:5]([I:27])=[CH:4][C:3]=1[F:10]. Procedure: A round-bottom flask was charged with 2-chloro-1-fluoro-4-methoxybenzene (Alfa Aesar, Ward Hill, Mass., 2.714 g, 16.90 mmol), DCM (24.86 ml), AcOH (24.86 ml), and sulfuric acid (0.496 ml, 9.30 mmol) to give a solution. n-iodosuccinimide (3.80 g, 16.90 mmol) was added in a single portion. TLC showed what appeared to be conversion of the starting material to a slightly higher, move UV-active spot. The mixture was diluted with DCM, washed with water (2×), washed with saturated aq. sodium thiosulfat...